describe an organic reaction: reactants, conditions, products, and yield From a dataset of the Open Reaction Database (ORD), a public repository of structured organic reaction records. Starting materials: [BH4-], C1CCOC1, CO, CCOC(=O)c1ccc2c(C=C[N+](=O)[O-])c[nH]c2c1, [Na+]. Yields the product CCOC(=O)c1ccc2c(CC[N+](=O)[O-])c[nH]c2c1. As a reaction SMILES: [BH4-:20].[CH2:22]1[O:23][CH2:24][CH2:25][CH2:26]1.[CH3:27][OH:28].[N+:1](=[O:2])([O-:3])[CH:4]=[CH:5][c:6]1[cH:7][nH:8][c:9]2[cH:10][c:11]([C:15](=[O:16])[O:17][CH2:18][CH3:19])[cH:12][cH:13][c:14]12.[Na+:21]>>[N+:1](=[O:2])([O-:3])[CH2:4][CH2:5][c:6]1[cH:7][nH:8][c:9]2[cH:10][c:11]([C:15](=[O:16])[O:17][CH2:18][CH3:19])[cH:12][cH:13][c:14]12.